Dataset: the Open Reaction Database (ORD), a public repository of structured organic reaction records. Task: describe an organic reaction: reactants, conditions, products, and yield Starting materials: O1CCCC1 (tetrahydrofuran), C1(=CC=CC=C1)OC (anisole), [OH-].[NH4+] (ammonium hydroxide), ClC1=CC2=C(NC(N(S2(=O)=O)C)=O)C=C1 (7-chloro-2,3-dihydro-2-methyl-3-oxo-4H-1,2,4-benzothiadiazine 1,1-dioxide). The reagents and catalysts are [Ti](Cl)(Cl)(Cl)Cl (titanium tetrachloride). The solvent is CC(C(C)C)N (1,2-dimethylpropylamine), CC(C(C)C)N (1,2-dimethylpropylamine), C(C)(C)O (Isopropyl alcohol), CC(C(C)C)N (1,2-dimethylpropylamine), C1(=CC=CC=C1)C (toluene). Conditions: temperature 120 celsius, time 15 minute. Yields the product ClC1=CC2=C(N=C(N(S2(=O)=O)C)NC(C(C)C)C)C=C1 (7-Chloro-3-(1,2-dimethylpropyl)amino-2-methyl-2H-1,2,4-benzothiadiazine 1,1-dioxide). RXN SMILES: O1[CH2:5][CH2:4][CH2:3][CH2:2]1.[C:6]1(OC)C=CC=CC=1.[Cl:14][C:15]1[CH:28]=[CH:27][C:18]2[NH:19][C:20](=O)[N:21]([CH3:25])[S:22](=[O:24])(=O)[C:17]=2[CH:16]=1.[OH-:29].[NH4+:30]>CC(N)C(C)C.C1(C)C=CC=CC=1.[Ti](Cl)(Cl)(Cl)Cl.C(O)(C)C>[Cl:14][C:15]1[CH:28]=[CH:27][C:18]2[N:30]=[C:20]([NH:19][CH:4]([CH3:5])[CH:3]([CH3:6])[CH3:2])[N:21]([CH3:25])[S:22](=[O:24])(=[O:29])[C:17]=2[CH:16]=1 |f:3.4|. Procedure: To 10 ml of dry tetrahydrofuran stirred under nitrogen was added successively titanium tetrachloride (0.2 ml), anisole (0.5 ml), 1,2-dimethylpropylamine (0.8 ml), and then a slurry of 7-chloro-2,3-dihydro-2-methyl-3-oxo-4H-1,2,4-benzothiadiazine 1,1-dioxide (400 mg) in a mixture of 1,2-dimethylpropylamine (0.4 ml) and 5 ml of dry toluene. The mixture was heated at 120° C. After 1½ h an additional amount of 1,2-dimethylpropylamine (0.4 ml) was added. After 2½ h the reaction mixture was cooled to ... Procedure details: Prepared from 1-acetyl-3-(1-ethoxy-1-phenylmethylene)-6-methoxycarbonyl-2-indolinone and N-(pyrrolidin-1-yl-methylcarbonyl)-N-methyl-p-phenylenediamine Rf value: 0.5 (silica gel, methylene chloride/methanol=9:1) C30H30N4O4 The reactants are C(C)(=O)N1C(C(C2=CC=C(C=C12)C(=O)OC)=C(C1=CC=CC=C1)OCC)=O (1-acetyl-3-(1-ethoxy-1-phenylmethylene)-6-methoxycarbonyl-2-indolinone), N1(CCCC1)CC(=O)N(C1=CC=C(C=C1)N)C (N-(pyrrolidin-1-yl-methylcarbonyl)-N-methyl-p-phenylenediamine). RXN SMILES: C([N:4]1[C:12]2[C:7](=[CH:8][CH:9]=[C:10]([C:13]([O:15][CH3:16])=[O:14])[CH:11]=2)[C:6](=[C:17](OCC)[C:18]2[CH:23]=[CH:22][CH:21]=[CH:20][CH:19]=2)[C:5]1=[O:27])(=O)C.[N:28]1([CH2:33][C:34]([N:36]([CH3:44])[C:37]2[CH:42]=[CH:41][C:40]([NH2:43])=[CH:39][CH:38]=2)=[O:35])[CH2:32][CH2:31][CH2:30][CH2:29]1>>[N:28]1([CH2:33][C:34]([N:36]([C:37]2[CH:38]=[CH:39][C:40]([NH:43]/[C:17](=[C:6]3\[C:5](=[O:27])[NH:4][C:8]4[C:7]\3=[CH:12][CH:11]=[C:10]([C:13]([O:15][CH3:16])=[O:14])[CH:9]=4)/[C:18]3[CH:19]=[CH:20][CH:21]=[CH:22][CH:23]=3)=[CH:41][CH:42]=2)[CH3:44])=[O:35])[CH2:32][CH2:31][CH2:30][CH2:29]1. Product: N1(CCCC1)CC(=O)N(C)C1=CC=C(N\C(\C2=CC=CC=C2)=C\2/C(NC3=CC(=CC=C23)C(=O)OC)=O)C=C1 (3-Z-[1-(4-(N-(pyrrolidin-1-yl-methylcarbony)-N-methyl-amino)-anilino)-1-phenyl-methylene]-6-methoxycarbonyl-2-indolinone). Reactants: CC(C)=O, COc1cc(Nc2nc3c(c(N4CC5(C4)OCCO5)n2)CCC3c2ccccc2)ccc1-n1cnc(Cl)c1. Product: COc1cc(Nc2nc3c(c(N4CC(=O)C4)n2)CCC3c2ccccc2)ccc1-n1cnc(Cl)c1. RXN SMILES: [CH3:39][C:40](=[O:41])[CH3:42].[Cl:1][c:2]1[n:3][cH:4][n:5](-[c:7]2[c:8]([O:37][CH3:38])[cH:9][c:10]([NH:13][c:14]3[n:15][c:16]([N:29]4[CH2:30][C:31]5([CH2:32]4)[O:33][CH2:36][CH2:35][O:34]5)[c:17]4[c:18]([n:19]3)[CH:20]([c:23]3[cH:24][cH:25][cH:26][cH:27][cH:28]3)[CH2:21][CH2:22]4)[cH:11][cH:12]2)[cH:6]1>>[Cl:1][c:2]1[n:3][cH:4][n:5](-[c:7]2[c:8]([O:37][CH3:38])[cH:9][c:10]([NH:13][c:14]3[n:15][c:16]([N:29]4[CH2:30][C:31](=[O:33])[CH2:32]4)[c:17]4[c:18]([n:19]3)[CH:20]([c:23]3[cH:24][cH:25][cH:26][cH:27][cH:28]3)[CH2:21][CH2:22]4)[cH:11][cH:12]2)[cH:6]1. Reactants: [F-], N#CC(F)(C(F)(F)F)C(F)(F)OC(F)(C(F)(F)F)C(F)(F)OC(F)(C(=O)F)C(F)(F)F, [Na+], [Na+], O=C([O-])[O-]. Product: N#CC(F)(C(F)(F)F)C(F)(F)OC(F)(C(F)(F)F)C(F)(F)OC(F)=C(F)F. RXN SMILES: [F-:38].[F:7][C:8]([C:10]([F:11])=[O:37])([O:12][C:13]([C:14]([O:15][C:16]([C:17]([C:18]([F:19])([F:20])[F:21])([C:22]#[N:23])[F:24])([F:25])[F:26])([C:27]([F:28])([F:29])[F:30])[F:31])([F:32])[F:33])[C:34]([F:9])([F:35])[F:36].[Na+:1].[Na+:2].[O-:3][C:4](=[O:5])[O-:6]>>[F:7][C:8]([O:12][C:13]([C:14]([O:15][C:16]([C:17]([C:18]([F:19])([F:20])[F:21])([C:22]#[N:23])[F:24])([F:25])[F:26])([C:27]([F:28])([F:29])[F:30])[F:31])([F:32])[F:33])=[C:34]([F:35])[F:36]. Starting materials: CN1C(CC[C@@]2(C3=C(CC[C@@H]12)C=C(C=C3)Br)C)=O ((+)-(4aR)-(10bR)-4-methyl-8-bromo-10b-methyl-1,2,3,4,4a,5,6,10b-octahydrobenzo[f]quinolin-3-one), FC=1C=C(C=CC1O)B(O)O (3-fluoro-4-hydroxyphenylboronic acid), C([O-])([O-])=O.[Na+].[Na+] (sodium carbonate), C1CCOC1 (THF). The reagents and catalysts are [Pd].C1(=CC=CC=C1)P(C1=CC=CC=C1)C1=CC=CC=C1.C1(=CC=CC=C1)P(C1=CC=CC=C1)C1=CC=CC=C1.C1(=CC=CC=C1)P(C1=CC=CC=C1)C1=CC=CC=C1.C1(=CC=CC=C1)P(C1=CC=CC=C1)C1=CC=CC=C1 (tetrakis (triphenylphosphine) palladium (0)). Solvent: C(Cl)(Cl)Cl (chloroform). The product is CN1C(CC[C@@]2(C3=C(CC[C@@H]12)C=C(C=C3)C3=CC(=C(C=C3)O)F)C)=O ((+)-(4aR)-(10bR)-4-methyl-8-(3-fluoro-4-hydroxyphenyl)-10b-methyl-1,2,3,4,4a,5,6,10b-octahydrobenzo[f]quinolin-3-one). Yield: 50.3%. RXN SMILES: [CH3:1][N:2]1[C@H:11]2[C@@:6]([CH3:17])([C:7]3[CH:15]=[CH:14][C:13](Br)=[CH:12][C:8]=3[CH2:9][CH2:10]2)[CH2:5][CH2:4][C:3]1=[O:18].[F:19][C:20]1[CH:21]=[C:22](B(O)O)[CH:23]=[CH:24][C:25]=1[OH:26].C(=O)([O-])[O-].[Na+].[Na+].C1COCC1>C(Cl)(Cl)Cl.[Pd].C1(P(C2C=CC=CC=2)C2C=CC=CC=2)C=CC=CC=1.C1(P(C2C=CC=CC=2)C2C=CC=CC=2)C=CC=CC=1.C1(P(C2C=CC=CC=2)C2C=CC=CC=2)C=CC=CC=1.C1(P(C2C=CC=CC=2)C2C=CC=CC=2)C=CC=CC=1>[CH3:1][N:2]1[C@H:11]2[C@@:6]([CH3:17])([C:7]3[CH:15]=[CH:14][C:13]([C:22]4[CH:23]=[CH:24][C:25]([OH:26])=[C:20]([F:19])[CH:21]=4)=[CH:12][C:8]=3[CH2:9][CH2:10]2)[CH2:5][CH2:4][C:3]1=[O:18] |f:2.3.4,7.8.9.10.11|. Procedure: A 15 mL round bottom flask was charged with (+)-(4aR)-(10bR)-4-methyl-8-bromo-10b-methyl-1,2,3,4,4a,5,6,10b-octahydrobenzo[f]quinolin-3-one (200 mg, 0.65 mmol), tetrakis (triphenylphosphine) palladium (0) (23 mg, 0.02 mmol), 3-fluoro-4-hydroxyphenylboronic acid (122 mg, 0.78 mmol), 0.65 mL of 2M sodium carbonate solution and 2 mL of THF, fitted with a reflux condenser, and the stirred mixture was heated at 80°, under nitrogen, for 16 h. The mixture was cooled, diluted with chloroform (50 mL) and... The reactants are CN1CCCC1=O, CS(C)=O, CO, CC(C)(O)c1ccc(C(=O)Nc2cc(Cl)n3nccc3n2)cc1, N#CC1CCCNC1. Yields the product CC(C)(O)c1ccc(C(=O)Nc2cc(N3CCCC(C#N)C3)n3nccc3n2)cc1. As a reaction SMILES: [CH3:32][N:33]1[CH2:34][CH2:35][CH2:36][C:37]1=[O:38].[CH3:39][S:40]([CH3:41])=[O:42].[CH3:43][OH:44].[Cl:1][c:2]1[cH:3][c:4]([NH:11][C:12]([c:13]2[cH:14][cH:15][c:16]([C:19]([CH3:20])([CH3:21])[OH:22])[cH:17][cH:18]2)=[O:23])[n:5][c:6]2[n:7]1[n:8][cH:9][cH:10]2.[NH:24]1[CH2:25][CH:26]([C:30]#[N:31])[CH2:27][CH2:28][CH2:29]1>>[c:2]1([N:24]2[CH2:25][CH:26]([C:30]#[N:31])[CH2:27][CH2:28][CH2:29]2)[cH:3][c:4]([NH:11][C:12]([c:13]2[cH:14][cH:15][c:16]([C:19]([CH3:20])([CH3:21])[OH:22])[cH:17][cH:18]2)=[O:23])[n:5][c:6]2[n:7]1[n:8][cH:9][cH:10]2. Starting materials: C(=O)(O)[O-].[Na+] (NaHCO3), BrCC(CCBr)O (racemic 1,4-dibromobutan-2-ol), NC1C2NC(C(N(C2CCC1)CC1=CC=CC=C1)=O)=O ((4aRS,5SR,8aRS)-5-Amino-1-benzylperhydroquinoxaline-2,3-dione). Run in C(C)#N (acetonitrile). Conditions: time 24 hour. Yields the product C(C1=CC=CC=C1)N1C(C(NC2C(CCCC12)N1CC(CC1)O)=O)=O ((4aRS,5SR,8aRS)-1-benzyl-5-(3-hydroxypyrrolidin-1-yl)perhydroquinoxaline-2,3-dione). RXN SMILES: [NH2:1][CH:2]1[CH2:11][CH2:10][CH2:9][CH:8]2[CH:3]1[NH:4][C:5](=[O:20])[C:6](=[O:19])[N:7]2[CH2:12][C:13]1[CH:18]=[CH:17][CH:16]=[CH:15][CH:14]=1.C([O-])(O)=O.[Na+].Br[CH2:27][CH:28]([OH:32])[CH2:29][CH2:30]Br>C(#N)C>[CH2:12]([N:7]1[CH:8]2[CH:3]([CH:2]([N:1]3[CH2:30][CH2:29][CH:28]([OH:32])[CH2:27]3)[CH2:11][CH2:10][CH2:9]2)[NH:4][C:5](=[O:20])[C:6]1=[O:19])[C:13]1[CH:18]=[CH:17][CH:16]=[CH:15][CH:14]=1 |f:1.2|. Procedure details: (4aRS,5SR,8aRS)-5-Amino-1-benzylperhydroquinoxaline-2,3-dione (144 mg, 0.53 mmol) was dissolved in acetonitrile (16 ml), and NaHCO3 (300 mg, 3.57 mmol) and racemic 1,4-dibromobutan-2-ol (purity 85%, 1.15 g, 4.20 mmol, 0.57 ml) were added. After 24 hours, NaHCO3 was separated off and the mixture was evaporated in vacuo. The solid was taken up in CH2Cl2 and the mixture was extracted by shaking three times with HCl (1 N). The aqueous phase was then brought to pH 8 with NaOH (2 N) and extracted by s... Starting materials: FC(SC1=CC=C(CO)C=C1)(F)F (4-(Trifluoromethylthio)benzyl alcohol), FC(S(=O)(=O)C1=CC=C(C=C1)Cl)(F)F (4-(trifluoromethylsulfonyl)chlorobenzene), [H-].[Na+] (sodium hydride). The product is FC(S(=O)(=O)C1=CC=C(C=C1)OCC1=CC=C(C=C1)SC(F)(F)F)(F)F (4-trifluoromethylthiobenzyl 4-trifluoromethylsulfonylphenyl ether). Isolated yield 66.7%. As a reaction SMILES: [F:1][C:2]([F:13])([F:12])[S:3][C:4]1[CH:11]=[CH:10][C:7]([CH2:8][OH:9])=[CH:6][CH:5]=1.[F:14][C:15]([F:27])([F:26])[S:16]([C:19]1[CH:24]=[CH:23][C:22](Cl)=[CH:21][CH:20]=1)(=[O:18])=[O:17].[H-].[Na+]>>[F:26][C:15]([F:14])([F:27])[S:16]([C:19]1[CH:24]=[CH:23][C:22]([O:9][CH2:8][C:7]2[CH:10]=[CH:11][C:4]([S:3][C:2]([F:12])([F:1])[F:13])=[CH:5][CH:6]=2)=[CH:21][CH:20]=1)(=[O:17])=[O:18] |f:2.3|. Procedure details: 4-(Trifluoromethylthio)benzyl alcohol (300 mg, 1.44 mmol) was coupled with 4-(trifluoromethylsulfonyl)chlorobenzene (370 mg, 1.51 mmol) using sodium hydride (65 mg, 60% dispersion in oil, 1.58 mmol) to give 400 mg of 4-trifluoromethylthiobenzyl 4-trifluoromethylsulfonylphenyl ether as a white solid. 1HNMR (360 MHz, DMSO-d6) δ 8.06 (d, J=8.4 Hz, 2H), 7.77 (d, J=8.4 Hz, 2H), 7.63 (d, J=8.4 Hz, 2H), 7.43 (d, J=8.4 Hz, 2H), 5.39 (s, 2H, OCH2).